This data is from the Open Reaction Database (ORD), a public repository of structured organic reaction records. The task is: describe an organic reaction: reactants, conditions, products, and yield The reactants are CCON, CCC(C)Oc1ccc(OCC(C)=O)cc1, Cl, C1COCCO1, O, c1ccncc1. Reaction SMILES: [CH2:24]([CH3:25])[O:26][NH2:27].[CH3:1][CH:2]([CH2:3][CH3:4])[O:5][c:6]1[cH:7][cH:8][c:9]([O:10][CH2:11][C:12]([CH3:13])=[O:14])[cH:15][cH:16]1.[ClH:23].[O:29]1[CH2:30][CH2:31][O:32][CH2:33][CH2:34]1.[OH2:28].[cH:17]1[cH:18][cH:19][n:20][cH:21][cH:22]1>>[CH3:1][CH:2]([CH2:3][CH3:4])[O:5][c:6]1[cH:7][cH:8][c:9]([O:10][CH2:11][C:12]([CH3:13])=[N:27][O:26][CH2:24][CH3:25])[cH:15][cH:16]1. Product: CCON=C(C)COc1ccc(OC(C)CC)cc1.